From a dataset of the Open Reaction Database (ORD), a public repository of structured organic reaction records. describe an organic reaction: reactants, conditions, products, and yield Reactants: C1(=CC=C(C=C1)S(=O)(=O)Cl)C (p-toluenesulphonyl chloride), FC=1C=C2CC[C@@]([C@@H](C2=CC1)C(C)C)(O)CCO ([1R,2R]-(-)-2-[6-fluoro-1,2,3,4-tetrahydro-2-hydroxy-1-isopropyl-2-naphthyl]ethanol), ice water. The solvent is N1=CC=CC=C1 (pyridine). Yields the product C1(=CC=C(C=C1)S(=O)(=O)OCC[C@]1([C@@H](C2=CC=C(C=C2CC1)F)C(C)C)O)C ([1R,2R]-(-)-2-[6-fluoro-1,2,3,4-tetrahydro-2-hydroxy-1-isopropyl-2-naphthyl]ethyl p-toluenesulphonate). The yield is 84.5%. As a reaction SMILES: [F:1][C:2]1[CH:3]=[C:4]2[C:9](=[CH:10][CH:11]=1)[C@@H:8]([CH:12]([CH3:14])[CH3:13])[C@@:7]([CH2:16][CH2:17][OH:18])([OH:15])[CH2:6][CH2:5]2.[C:19]1([CH3:29])[CH:24]=[CH:23][C:22]([S:25](Cl)(=[O:27])=[O:26])=[CH:21][CH:20]=1>N1C=CC=CC=1>[C:19]1([CH3:29])[CH:24]=[CH:23][C:22]([S:25]([O:18][CH2:17][CH2:16][C@:7]2([OH:15])[CH2:6][CH2:5][C:4]3[C:9](=[CH:10][CH:11]=[C:2]([F:1])[CH:3]=3)[C@H:8]2[CH:12]([CH3:13])[CH3:14])(=[O:27])=[O:26])=[CH:21][CH:20]=1. Procedure details: 28.5 g (0.113 mol) of [1R,2R]-(-)-2-[6-fluoro-1,2,3,4-tetrahydro-2-hydroxy-1-isopropyl-2-naphthyl]ethanol were dissolved in 150 ml of pyridine and treated portionwise within 30 minutes at 0° with 31.5 g (0.165 mol) of p-toluenesulphonyl chloride. After 90 minutes the reaction solution was poured into ice-water and extracted with ether. The organic phase was washed in succession with 3N hydrochloric acid, water and a saturated sodium carbonate solution. After drying over magnesium sulphate and ev... Reactants: CC1(C(C(=CCC1)C1=CC(=C(C=C1)F)C)C(=O)OC)C (Methyl 2,2-dimethyl-6-(4-fluoro-3-methylphenyl)-cyclohex-5-en-1-carboxylate), [BH4-].[Na+] (NaBH4), CO (methanol). Solvent: CCOCC (ether), O (H2O). Conditions: time 1 hour. The product is FC1=C(C=C(C=C1)C=1C(C(CC(C1)O)(C)C)C(=O)OC)C (Methyl 2-(4-fluoro-3-methylphenyl)-4-hydroxy-6.6-dimethyl-cyclohex-2-en-l-carboxylate). As a reaction SMILES: [CH3:1][C:2]1([CH3:20])[CH2:7][CH2:6][CH:5]=[C:4]([C:8]2[CH:13]=[CH:12][C:11]([F:14])=[C:10]([CH3:15])[CH:9]=2)[CH:3]1[C:16]([O:18][CH3:19])=[O:17].[BH4-].[Na+].C[OH:24]>CCOCC.O>[F:14][C:11]1[CH:12]=[CH:13][C:8]([C:4]2[CH:3]([C:16]([O:18][CH3:19])=[O:17])[C:2]([CH3:20])([CH3:1])[CH2:7][CH:6]([OH:24])[CH:5]=2)=[CH:9][C:10]=1[CH3:15] |f:1.2|. Procedure: To a solution of 4a (13.7 g, 47.2 mmol) in 100 mL of methanol at 0°-5° C. was added NaBH4 (2.68 g, 70.9 mmol). The mixture was stirred for 1 hr, diluted with ether and H2O. The organic layer was washed with H2O and brine and dried (MgSO4). Removal of the volatiles in vacuo provided a quantitive yield of product which was taken forward without further purification. Starting materials: C1(O)=CC=C(O)C=C1 (hydroquinone), solution, C(C)C(=O)C=C (α-ethylacrolein), C=O (formaldehyde). Run in O1CCOCC1 (1,4-dioxane). Run at time 2 hour. The product is C(C)C(CO)(CO)C (2-ethyl-2-methylpropane-1,3-diol), CC(CCC)O (methylbutanol). Isolated yield 34.0%. Reaction SMILES: C([C:3](C=C)=[O:4])C.[CH2:7]=O.[C:9]1([CH:16]=[CH:15][C:13]([OH:14])=[CH:12][CH:11]=1)[OH:10]>O1CCOCC1>[CH2:16]([C:15]([CH3:7])([CH2:13][OH:14])[CH2:3][OH:4])[CH3:9].[CH3:16][CH:9]([OH:10])[CH2:11][CH2:12][CH3:13]. Procedure details: 126 g of α-ethylacrolein, 300 g of a 30% strength aqueous solution of formaldehyde, 1 g of hydroquinone and 350 g of 1,4-dioxane were combined at 25° C to give a solution. After about 2 hours, 120 g of this solution, which had a pH value of 2-3, were hydrogenated as in Example 1. Analysis of the hydrogenated product gave 55.9% of 2-ethyl-2-methylpropane-1,3-diol and 34% of methylbutanol, relative to the α-ethylacrolein employed. Starting materials: FC=1C=C(C=CC1SC)C(CCC(C)=O)=O (1-[-3-fluoro-4-(methylthio)phenyl]pentane-1,4-dione), CO (methanol), OOS(=O)[O-].[K+] (Oxone). Solvent: O (water), O (water). Conditions: time 5 hour. Product: FC=1C=C(C=CC1S(=O)(=O)C)C(CCC(C)=O)=O (1-[3-Fluoro-4-(methylsulfonyl)phenyl]pentane-1 4-dione). The yield is 66.0%. Reaction SMILES: [F:1][C:2]1[CH:3]=[C:4]([C:10](=[O:16])[CH2:11][CH2:12][C:13](=[O:15])[CH3:14])[CH:5]=[CH:6][C:7]=1SC.O[O:18][S:19]([O-:21])=O.[K+].[CH3:23]O>O>[F:1][C:2]1[CH:3]=[C:4]([C:10](=[O:16])[CH2:11][CH2:12][C:13](=[O:15])[CH3:14])[CH:5]=[CH:6][C:7]=1[S:19]([CH3:23])(=[O:21])=[O:18] |f:1.2|. Procedure: To a stirred solution of 3-fluoro-4-(methylthio)benzaldehyde (3.04 g, 17.9 mmol) in ethanol (12 mL) was added methyl vinyl ketone (1.3 mL, 15.5 mmol), 3-benzyl-5-(2-hydroxyethyl)-4-methylthiazolium chloride (0.84 g, 3.1 mmol), and Et3N (4.32 mL, 31 mmol) at room temperature. After stirring for 2 hours, volatiles were removed by evaporation. The residue was taken up with ethyl acetate (200 mL), and washed with water (120 mL) dil. aqueous HCl (120 mL). water (120 mL), brine (120 mL), dried over Mg... Reactants: COC1=CC=C2C(=C(NC2=C1)C1=CC=CC=C1)CC1=CC=CC(=N1)C(=O)OC (methyl 6-(6-methoxy-2-phenyl-1H-indol-3-ylmethyl)pyridine-2-carboxylate), N (ammonia), O1CCCC1 (tetrahydrofuran). Solvent: CO (methanol). Yields the product COC1=CC=C2C(=C(NC2=C1)C1=CC=CC=C1)CC1=CC=CC(=N1)C(=O)N (6-(6-Methoxy-2-phenyl-1H-indol-3-ylmethyl)pyridine-2-carboxamide). Reaction SMILES: [CH3:1][O:2][C:3]1[CH:11]=[C:10]2[C:6]([C:7]([CH2:18][C:19]3[N:24]=[C:23]([C:25]([O:27]C)=O)[CH:22]=[CH:21][CH:20]=3)=[C:8]([C:12]3[CH:17]=[CH:16][CH:15]=[CH:14][CH:13]=3)[NH:9]2)=[CH:5][CH:4]=1.[NH3:29].O1CCCC1>CO>[CH3:1][O:2][C:3]1[CH:11]=[C:10]2[C:6]([C:7]([CH2:18][C:19]3[N:24]=[C:23]([C:25]([NH2:29])=[O:27])[CH:22]=[CH:21][CH:20]=3)=[C:8]([C:12]3[CH:17]=[CH:16][CH:15]=[CH:14][CH:13]=3)[NH:9]2)=[CH:5][CH:4]=1. Reported procedure: A mixture of methyl 6-(6-methoxy-2-phenyl-1H-indol-3-ylmethyl)pyridine-2-carboxylate (500 mg), a solution (about 7 mol/L, 20.1 mL) of ammonia in methanol, and tetrahydrofuran (6.7 mL) was stirred at room temperature for 61 hours. The reaction mixture was concentrated under reduced pressure to obtain the title compound (490 mg). 1H-NMR (CDCl3) δ ppm: 3.86 (3H, s), 4.42 (2H, s), 5.37-5.60 (1H, br), 6.77 (1H, dd, J=2.3, 8.8 Hz), 6.92 (1H, d, J=2.3 Hz), 7.24-7.29 (1H, m), 7.31-7.39 (2H, m), 7.40-7.4... Starting materials: N#Cc1ccc(N(Cc2ccc(F)c(OC(=O)c3ccccc3)c2)n2cnnc2)cc1, CO, [Na+], [OH-]. Product: N#Cc1ccc(N(Cc2ccc(F)c(O)c2)n2cnnc2)cc1. RXN SMILES: [C:1](=[O:2])([c:3]1[cH:4][cH:5][cH:6][cH:7][cH:8]1)[O:9][c:10]1[cH:11][c:12]([CH2:13][N:14]([n:15]2[cH:16][n:17][n:18][cH:19]2)[c:20]2[cH:21][cH:22][c:23]([C:26]#[N:27])[cH:24][cH:25]2)[cH:28][cH:29][c:30]1[F:31].[CH3:34][OH:35].[Na+:33].[OH-:32]>>[OH:9][c:10]1[cH:11][c:12]([CH2:13][N:14]([n:15]2[cH:16][n:17][n:18][cH:19]2)[c:20]2[cH:21][cH:22][c:23]([C:26]#[N:27])[cH:24][cH:25]2)[cH:28][cH:29][c:30]1[F:31]. Reactants: CCOC(=O)Cc1cnc(N2CCN(Cc3ccccc3)CC2)nc1O, CCO, [K+], [OH-]. Product: O=C(O)Cc1cnc(N2CCN(Cc3ccccc3)CC2)nc1O. RXN SMILES: [CH2:1]([c:2]1[cH:3][cH:4][cH:5][cH:6][cH:7]1)[N:8]1[CH2:9][CH2:10][N:11]([c:14]2[n:15][cH:16][c:17]([CH2:21][C:22](=[O:23])[O:24][CH2:25][CH3:26])[c:18]([OH:20])[n:19]2)[CH2:12][CH2:13]1.[CH3:29][CH2:30][OH:31].[K+:28].[OH-:27]>>[CH2:1]([c:2]1[cH:3][cH:4][cH:5][cH:6][cH:7]1)[N:8]1[CH2:9][CH2:10][N:11]([c:14]2[n:15][cH:16][c:17]([CH2:21][C:22](=[O:23])[OH:24])[c:18]([OH:20])[n:19]2)[CH2:12][CH2:13]1. The reactants are CCOC(C)=O, COc1ccc(-c2nn3c(Cl)cc(Cl)cc3c2-c2ccnc(NC3CCCC3)n2)cc1, NC1CC1. Yields the product COc1ccc(-c2nn3c(NC4CC4)cc(Cl)cc3c2-c2ccnc(NC3CCCC3)n2)cc1. Reaction SMILES: [CH3:32][CH2:33][O:34][C:35](=[O:36])[CH3:37].[CH:1]1([NH:6][c:7]2[n:8][cH:9][cH:10][c:11](-[c:13]3[c:14](-[c:24]4[cH:25][cH:26][c:27]([O:30][CH3:31])[cH:28][cH:29]4)[n:15][n:16]4[c:17]3[cH:18][c:19]([Cl:23])[cH:20][c:21]4[Cl:22])[n:12]2)[CH2:2][CH2:3][CH2:4][CH2:5]1.[CH:38]1([NH2:41])[CH2:39][CH2:40]1>>[CH:1]1([NH:6][c:7]2[n:8][cH:9][cH:10][c:11](-[c:13]3[c:14](-[c:24]4[cH:25][cH:26][c:27]([O:30][CH3:31])[cH:28][cH:29]4)[n:15][n:16]4[c:17]3[cH:18][c:19]([Cl:23])[cH:20][c:21]4[NH:41][CH:38]3[CH2:39][CH2:40]3)[n:12]2)[CH2:2][CH2:3][CH2:4][CH2:5]1.